Dataset: the Open Reaction Database (ORD), a public repository of structured organic reaction records. Task: describe an organic reaction: reactants, conditions, products, and yield Starting materials: CC(C)(C)OC(=O)N1CCN(CCO)CC1, C1CCOC1, COC(=O)c1ccc(O)c(C)c1, CCOC(=O)N=NC(=O)OCC, c1ccc(P(c2ccccc2)c2ccccc2)cc1. Yields the product COC(=O)c1ccc(OCCN2CCN(C(=O)OC(C)(C)C)CC2)c(C)c1. As a reaction SMILES: [C:1]([CH3:2])([CH3:3])([CH3:4])[O:5][C:6](=[O:7])[N:8]1[CH2:9][CH2:10][N:11]([CH2:14][CH2:15][OH:16])[CH2:12][CH2:13]1.[CH2:60]1[O:61][CH2:62][CH2:63][CH2:64]1.[CH3:48][O:49][C:50]([c:51]1[cH:52][c:53]([CH3:58])[c:54]([OH:57])[cH:55][cH:56]1)=[O:59].[O:36]=[C:37]([O:38][CH2:39][CH3:40])[N:41]=[N:42][C:43]([O:44][CH2:45][CH3:46])=[O:47].[c:17]1([P:18]([c:19]2[cH:20][cH:21][cH:22][cH:23][cH:24]2)[c:25]2[cH:26][cH:27][cH:28][cH:29][cH:30]2)[cH:31][cH:32][cH:33][cH:34][cH:35]1>>[C:1]([CH3:2])([CH3:3])([CH3:4])[O:5][C:6](=[O:7])[N:8]1[CH2:9][CH2:10][N:11]([CH2:14][CH2:15][O:16][c:54]2[c:53]([CH3:58])[cH:52][c:51]([C:50]([O:49][CH3:48])=[O:59])[cH:56][cH:55]2)[CH2:12][CH2:13]1.